This data is from the Open Reaction Database (ORD), a public repository of structured organic reaction records. The task is: describe an organic reaction: reactants, conditions, products, and yield The reactants are C(=O)(O)C1N(CCC1)C1=CC=CC(=N1)C(CBr)=O (6-(2-carboxy-1-pyrrolidinyl)-2-(α-bromoacetyl)pyridine), C(C)OC=1C=C(C(=S)N)C=CC1OCC (3,4-diethoxythiobenzamide). The product is C(C)OC=1C=C(C=CC1OCC)C=1SC=C(N1)C1=NC(=CC=C1)N1C(CCC1)C(=O)O (2-(3,4-diethoxyphenyl)-4-[6-(2-carboxy-1-pyrrolidinyl)-2-pyridyl]thiazole). As a reaction SMILES: [C:1]([CH:4]1[CH2:8][CH2:7][CH2:6][N:5]1[C:9]1[N:14]=[C:13]([C:15](=O)[CH2:16]Br)[CH:12]=[CH:11][CH:10]=1)([OH:3])=[O:2].[CH2:19]([O:21][C:22]1[CH:23]=[C:24]([CH:28]=[CH:29][C:30]=1[O:31][CH2:32][CH3:33])[C:25]([NH2:27])=[S:26])[CH3:20]>>[CH2:19]([O:21][C:22]1[CH:23]=[C:24]([C:25]2[S:26][CH:16]=[C:15]([C:13]3[CH:12]=[CH:11][CH:10]=[C:9]([N:5]4[CH2:6][CH2:7][CH2:8][CH:4]4[C:1]([OH:3])=[O:2])[N:14]=3)[N:27]=2)[CH:28]=[CH:29][C:30]=1[O:31][CH2:32][CH3:33])[CH3:20]. Procedure: A reaction was conducted in the same manner as in Example 1, by using 6-(2-carboxy-1-pyrrolidinyl)-2-(α-bromoacetyl)pyridine and 3,4-diethoxythiobenzamide, to obtain 2-(3,4-diethoxyphenyl)-4-[6-(2-carboxy-1-pyrrolidinyl)-2-pyridyl]thiazole. The reactants are ClCC1(S[C@H]2N(C1C(=O)OCC(Cl)(Cl)Cl)C(C2NC(CC2=CC=CC=C2)=O)=O)C (2,2,2-Trichloroethyl 2-chloromethyl-2-methyl-6-(2-phenylacetamido)penam-3-carboxylate), C(=O)O (formic acid). Reagents/catalysts: [Zn] (zinc), [Zn] (zinc). The solvent is CN(C=O)C (dimethylformamide). The product is ClCC1(S[C@H]2N(C1C(=O)O)C(C2NC(CC2=CC=CC=C2)=O)=O)C (2-chloromethyl-2-methyl-6-(2-phenylacetamido)penam-3-carboxylic acid). The yield is 59.7%. Reaction SMILES: [Cl:1][CH2:2][C:3]1([CH3:29])[CH:7]([C:8]([O:10]CC(Cl)(Cl)Cl)=[O:9])[N:6]2[C:16](=[O:28])[CH:17]([NH:18][C:19](=[O:27])[CH2:20][C:21]3[CH:26]=[CH:25][CH:24]=[CH:23][CH:22]=3)[C@H:5]2[S:4]1.C(O)=O>CN(C)C=O.[Zn]>[Cl:1][CH2:2][C:3]1([CH3:29])[CH:7]([C:8]([OH:10])=[O:9])[N:6]2[C:16](=[O:28])[CH:17]([NH:18][C:19](=[O:27])[CH2:20][C:21]3[CH:26]=[CH:25][CH:24]=[CH:23][CH:22]=3)[C@H:5]2[S:4]1. Reported procedure: 2,2,2-Trichloroethyl 2-chloromethyl-2-methyl-6-(2-phenylacetamido)penam-3-carboxylate (1.5 g) was dissolved in dried dimethylformamide (8 ml) and to this solution were added formic acid (1.5 ml) and then zinc powder (1.5 g) under stirring while ice-cooling. After stirring for 2 hours at the same temperature, zinc powder was filtered off and washed with dimethylformamide (5 ml). The filtrate and the washings were added to a mixed cool solution of ethylacetate (30 ml) and 5% hydrochloric acid (15 ...